Dataset: the Open Reaction Database (ORD), a public repository of structured organic reaction records. Task: describe an organic reaction: reactants, conditions, products, and yield Reactants: ClC1=CC=C(C=C1)S(=O)(=O)C1=CC=C(NCC#N)C=C1 ([p-(p-chlorophenylsulfonyl)anilino]acetonitrile), [N-]=[N+]=[N-].[Na+] (sodium azide), [Cl-].[NH4+] (ammonium chloride). The reagents and catalysts are [Cl-].[Li+] (lithium chloride). Run in CN(C=O)C (dimethylformamide). Product: ClC1=CC=C(C=C1)S(=O)(=O)C1=CC=C(NCC2=NN=NN2)C=C1 (5-[[p-(p-chlorophenylsulfonyl)anilino]methyl]-1H-tetrazole). The yield is 77.1%. Reaction SMILES: [Cl:1][C:2]1[CH:7]=[CH:6][C:5]([S:8]([C:11]2[CH:20]=[CH:19][C:14]([NH:15][CH2:16][C:17]#[N:18])=[CH:13][CH:12]=2)(=[O:10])=[O:9])=[CH:4][CH:3]=1.[N-:21]=[N+:22]=[N-:23].[Na+].[Cl-].[NH4+]>[Cl-].[Li+].CN(C)C=O>[Cl:1][C:2]1[CH:3]=[CH:4][C:5]([S:8]([C:11]2[CH:20]=[CH:19][C:14]([NH:15][CH2:16][C:17]3[NH:23][N:22]=[N:21][N:18]=3)=[CH:13][CH:12]=2)(=[O:9])=[O:10])=[CH:6][CH:7]=1 |f:1.2,3.4,5.6|. Procedure details: A reaction mixture comprising 6.14 g of [p-(p-chlorophenylsulfonyl)anilino]acetonitrile, 1.43 g of sodium azide, 30 mg of lithium chloride, 1.18 g of ammonium chloride and 10 ml of dimethylformamide was stirred at 90° C. for 34 hours and then filtered. The solvent was removed in vacuo, the residue suspended in 50 ml of water and acidified with hydrochloric acid to pH2. The resulting solid was collected and recrystallized from acetic acid, giving 5.4 g of the desired product as tan crystals, mp 1... The reactants are O=C([O-])[O-], C=CCBr, CC#N, [K+], [K+], Nc1cc(O)c(Br)cc1F. Product: C=CCOc1cc(N)c(F)cc1Br. RXN SMILES: [C:15](=[O:16])([O-:17])[O-:18].[CH2:11]([CH:12]=[CH2:13])[Br:14].[CH3:21][C:22]#[N:23].[K+:19].[K+:20].[NH2:1][c:2]1[c:3]([F:10])[cH:4][c:5]([Br:9])[c:6]([OH:8])[cH:7]1>>[NH2:1][c:2]1[c:3]([F:10])[cH:4][c:5]([Br:9])[c:6]([O:8][CH2:13][CH:12]=[CH2:11])[cH:7]1. Starting materials: ClCCl, CCN1CC(SCc2ccc(OC)cc2)CC1C(=O)NC, COS(=O)(=O)F. Reaction SMILES: [CH2:28]([Cl:29])[Cl:30].[CH2:7]([CH3:8])[N:9]1[CH:10]([C:24]([NH:25][CH3:26])=[O:27])[CH2:11][CH:12]([S:14][CH2:15][c:16]2[cH:17][cH:18][c:19]([O:22][CH3:23])[cH:20][cH:21]2)[CH2:13]1.[F:1][S:2](=[O:3])(=[O:4])[O:5][CH3:6]>>[CH3:6][N+:9]1([CH2:7][CH3:8])[CH:10]([C:24]([NH:25][CH3:26])=[O:27])[CH2:11][CH:12]([S:14][CH2:15][c:16]2[cH:17][cH:18][c:19]([O:22][CH3:23])[cH:20][cH:21]2)[CH2:13]1.[F:1][S:2](=[O:3])(=[O:4])[O-:5]. Yields the product CC[N+]1(C)CC(SCc2ccc(OC)cc2)CC1C(=O)NC, O=S(=O)([O-])F. The reactants are 152.6-g, ClCC(=O)Cl (chloroacetyl chloride), CC1=C(C(=CC=C1)C)NC(C(C)=O)C (3-(2,6-dimethylphenylamino)-2-butanone). Run in C1(=CC=CC=C1)C (toluene). Product: ClCC(=O)N(C(C(C)=O)C)C1=C(C=CC=C1C)C (3-(N-chloroacetyl-2,6-dimethylphenylamino)-2-butanone). Reaction SMILES: [Cl:1][CH2:2][C:3](Cl)=[O:4].[CH3:6][C:7]1[CH:12]=[CH:11][CH:10]=[C:9]([CH3:13])[C:8]=1[NH:14][CH:15]([CH3:19])[C:16](=[O:18])[CH3:17]>C1(C)C=CC=CC=1>[Cl:1][CH2:2][C:3]([N:14]([C:8]1[C:9]([CH3:13])=[CH:10][CH:11]=[CH:12][C:7]=1[CH3:6])[CH:15]([CH3:19])[C:16](=[O:18])[CH3:17])=[O:4]. Procedure details: A 152.6-g (1.35-mol) sample of chloroacetyl chloride was added over 0.25 hour in small portions to a stirred solution of 170.8 g (0.89 mol) 3-(2,6-dimethylphenylamino)-2-butanone in 500 ml toluene. The reaction mixture was heated under reflux for 3 hours, cooled and filtered. The filtrate was concentrated and chromatographed on silica gel using dichlormethane eluant. The eluted material was recrystallized several times from ethyl ether/hexane to give the 3-(N-chloroacetyl-2,6-dimethylphenylamino... Reactants: O (water), FC1=C(CN2CC(CC3=CC=CC=C23)N)C=CC(=C1)F (1-(2,4-difluorobenzyl)-1,2,3,4-tetrahydroquinolin-3-amine), ClC1=C2C(=NC(=N1)N)NN=C2 (4-chloro-1H-pyrazolo[3,4-d]pyrimidin-6-amine), C(C)(C)N(CC)C(C)C (diisopropylethylamine). The solvent is CC(=O)N(C)C (dimethylacetamide). The product is FC1=C(CN2CC(CC3=CC=CC=C23)NC2=C3C(=NC(=N2)N)NN=C3)C=CC(=C1)F (N4-(1-(2,4-difluorobenzyl)-1,2,3,4-tetrahydroquinolin-3-yl)-1H-pyrazolo[3,4-d]pyrimidine-4,6-diamine). RXN SMILES: [F:1][C:2]1[CH:19]=[C:18]([F:20])[CH:17]=[CH:16][C:3]=1[CH2:4][N:5]1[C:14]2[C:9](=[CH:10][CH:11]=[CH:12][CH:13]=2)[CH2:8][CH:7]([NH2:15])[CH2:6]1.Cl[C:22]1[N:27]=[C:26]([NH2:28])[N:25]=[C:24]2[NH:29][N:30]=[CH:31][C:23]=12.C(N(C(C)C)CC)(C)C.O>CC(N(C)C)=O>[F:1][C:2]1[CH:19]=[C:18]([F:20])[CH:17]=[CH:16][C:3]=1[CH2:4][N:5]1[C:14]2[C:9](=[CH:10][CH:11]=[CH:12][CH:13]=2)[CH2:8][CH:7]([NH:15][C:22]2[N:27]=[C:26]([NH2:28])[N:25]=[C:24]3[NH:29][N:30]=[CH:31][C:23]=23)[CH2:6]1. Reported procedure: 1-(2,4-difluorobenzyl)-1,2,3,4-tetrahydroquinolin-3-amine, 4-chloro-1H-pyrazolo[3,4-d]pyrimidin-6-amine (200 mg, 1.2 mmol) and diisopropylethylamine (1 mL) in dimethylacetamide (6 mL) was stirred at 126° C. for 20 hours. After cooling to room temperature, water (15 mL) was added and the mixture extracted with ethyl acetate (3×15 mL). The combined organics were dried over sodium sulfate and concentrated. The residue was purified by chromatography on silica gel (100% ethyl acetate) to provide N4-(... Reactants: COC(=O)C=1C=C2C(=CNC2=CC1)CCNCC1=CC(=CC=C1)OCC(F)(F)F (N-(2-(5-methoxycarbonyl-1H-indol-3-yl)ethyl)-3-(2,2,2-trifluoroethoxy)benzylamine), Cl (HCl). Run in [OH-].[Na+] (NaOH), C1CCOC1 (THF). Yields the product C(=O)(O)C=1C=C2C(=CNC2=CC1)CCNCC1=CC(=CC=C1)OCC(F)(F)F (N-(2-(5-Carboxy-1H-indol-3-yl)ethyl)-3-(2,2,2-trifluoroethoxy)benzylamine). As a reaction SMILES: C[O:2][C:3]([C:5]1[CH:6]=[C:7]2[C:11](=[CH:12][CH:13]=1)[NH:10][CH:9]=[C:8]2[CH2:14][CH2:15][NH:16][CH2:17][C:18]1[CH:23]=[CH:22][CH:21]=[C:20]([O:24][CH2:25][C:26]([F:29])([F:28])[F:27])[CH:19]=1)=[O:4].Cl>C1COCC1.[OH-].[Na+]>[C:3]([C:5]1[CH:6]=[C:7]2[C:11](=[CH:12][CH:13]=1)[NH:10][CH:9]=[C:8]2[CH2:14][CH2:15][NH:16][CH2:17][C:18]1[CH:23]=[CH:22][CH:21]=[C:20]([O:24][CH2:25][C:26]([F:27])([F:29])[F:28])[CH:19]=1)([OH:4])=[O:2] |f:3.4|. Procedure details: Combine N-(2-(5-methoxycarbonyl-1H-indol-3-yl)ethyl)-3-(2,2,2-trifluoroethoxy)benzylamine (200 mg, 0.5 mmol) in 50 mL THF and 1 mL 3 N NaOH. Reflux the mixture overnight, treat with 0.7 mL 5N HCl and concentrate to dryness. Chromatograph to give the title compound: ISMS 393 (M+1); Analysis for C20H19F3N2O3 CF3COOH 1.2C7H8 2.1H2O: calcd: C, 55.76; H, 5.20; N, 4.28; found: C, 55.51; H, 5.47; N, 4.50. Reactants: COc1ccc(OC)c(C(C)=O)c1, C1COCCO1, O, O=[Se]=O. Yields the product COc1ccc(OC)c(C(=O)C=O)c1. As a reaction SMILES: [CH3:5][O:6][c:7]1[c:8]([C:15]([CH3:16])=[O:17])[cH:9][c:10]([O:13][CH3:14])[cH:11][cH:12]1.[O:18]1[CH2:19][CH2:20][O:21][CH2:22][CH2:23]1.[OH2:4].[Se:1](=[O:2])=[O:3]>>[O:4]=[CH:16][C:15]([c:8]1[c:7]([O:6][CH3:5])[cH:12][cH:11][c:10]([O:13][CH3:14])[cH:9]1)=[O:17].